describe an organic reaction: reactants, conditions, products, and yield From a dataset of the Open Reaction Database (ORD), a public repository of structured organic reaction records. The reactants are CC(C)(C)OC(=O)Nc1ccc(I)cc1, O=C([O-])[O-], C#CCCn1ccnn1, C1CCOC1, CCOC(C)=O, B1C2CCCC1CCC2, CN(C)C=O, [K+], [K+]. Yields the product CC(C)(C)OC(=O)Nc1ccc(C=CCCn2ccnn2)cc1. Reaction SMILES: [C:19]([CH3:20])([CH3:21])([CH3:22])[O:23][C:24]([NH:25][c:26]1[cH:27][cH:28][c:29]([I:32])[cH:30][cH:31]1)=[O:33].[C:34](=[O:35])([O-:36])[O-:37].[CH2:1]([CH2:2][C:3]#[CH:4])[n:5]1[n:6][n:7][cH:8][cH:9]1.[CH2:40]1[O:41][CH2:42][CH2:43][CH2:44]1.[CH3:50][CH2:51][O:52][C:53](=[O:54])[CH3:55].[CH:10]12[CH2:11][CH2:12][CH2:13][CH:14]([BH:15]1)[CH2:16][CH2:17][CH2:18]2.[CH:45]([N:46]([CH3:47])[CH3:48])=[O:49].[K+:38].[K+:39]>>[CH2:1]([CH2:2][CH:3]=[CH:4][c:29]1[cH:28][cH:27][c:26]([NH:25][C:24]([O:23][C:19]([CH3:20])([CH3:21])[CH3:22])=[O:33])[cH:31][cH:30]1)[n:5]1[n:6][n:7][cH:8][cH:9]1. Reactants: O=Cc1cc(C(F)(F)F)ccc1Cl, O=c1cc(N2CCNCC2)nc[nH]1. Yields the product O=c1cc(N2CCN(Cc3cc(C(F)(F)F)ccc3Cl)CC2)nc[nH]1. As a reaction SMILES: [Cl:14][c:15]1[c:16]([CH:17]=[O:18])[cH:19][c:20]([C:23]([F:24])([F:25])[F:26])[cH:21][cH:22]1.[N:1]1([c:7]2[cH:8][c:9](=[O:13])[nH:10][cH:11][n:12]2)[CH2:2][CH2:3][NH:4][CH2:5][CH2:6]1>>[N:1]1([c:7]2[cH:8][c:9](=[O:13])[nH:10][cH:11][n:12]2)[CH2:2][CH2:3][N:4]([CH2:17][c:16]2[c:15]([Cl:14])[cH:22][cH:21][c:20]([C:23]([F:24])([F:25])[F:26])[cH:19]2)[CH2:5][CH2:6]1. Reactants: O=C(O)C(F)(F)F, O=c1[nH]c(=O)n(C2OC(CO)C(O)C2O)cc1F. Product: CC1OC(n2cc(F)c(=O)[nH]c2=O)C(O)C1O. As a reaction SMILES: [F:19][C:20]([F:21])([F:22])[C:23]([OH:24])=[O:25].[F:1][c:2]1[c:3](=[O:18])[nH:4][c:5](=[O:17])[n:6]([CH:7]2[CH:8]([OH:9])[CH:10]([OH:11])[CH:12]([CH2:13][OH:14])[O:15]2)[cH:16]1>>[F:1][c:2]1[c:3](=[O:18])[nH:4][c:5](=[O:17])[n:6]([CH:7]2[CH:8]([OH:9])[CH:10]([OH:11])[CH:12]([CH3:13])[O:15]2)[cH:16]1. Reactants: ClC=1C=C(C=CC1)CCCl (2-(3-chlorophenyl)ethyl chloride), C1(=CC=CC=C1)C(CC)NC(=O)C=1C=C2C=CNC2=CC1 (N-(1-phenylpropyl)-1H-indole-5-carboxamide). Product: ClC=1C=C(CCN2C=CC3=CC(=CC=C23)C(=O)NC(CC)C2=CC=CC=C2)C=CC1 (1-(3-chlorophenethyl)-N-(1-phenylpropyl)-1H-indole-5-carboxamide). As a reaction SMILES: [Cl:1][C:2]1[CH:3]=[C:4]([CH2:8][CH2:9]Cl)[CH:5]=[CH:6][CH:7]=1.[C:11]1([CH:17]([NH:20][C:21]([C:23]2[CH:24]=[C:25]3[C:29](=[CH:30][CH:31]=2)[NH:28][CH:27]=[CH:26]3)=[O:22])[CH2:18][CH3:19])[CH:16]=[CH:15][CH:14]=[CH:13][CH:12]=1>>[Cl:1][C:2]1[CH:3]=[C:4]([CH:5]=[CH:6][CH:7]=1)[CH2:8][CH2:9][N:28]1[C:29]2[C:25](=[CH:24][C:23]([C:21]([NH:20][CH:17]([C:11]3[CH:12]=[CH:13][CH:14]=[CH:15][CH:16]=3)[CH2:18][CH3:19])=[O:22])=[CH:31][CH:30]=2)[CH:26]=[CH:27]1. Procedure: The title compound was prepared following the same general protocol as described in Step 1 of Example 21, using 2-(3-chlorophenyl)ethyl chloride and N-(1-phenylpropyl)-1H-indole-5-carboxamide. LC-MS 417 (M+H). The reactants are C(=O)([O-])[O-].[K+].[K+] (K2CO3), ClC1=NC=2N([C@@H](C(N(C2C=N1)C)=O)CC)C(C)C ((R)-2-Chloro-7-ethyl-8-isopropyl-5-methyl-7,8-dihydropteridin-6(5H)-one), C1(=CC=CC=C1)C=1NC=CN1 (2-phenyl-1H-imidazole), CN[C@H]1[C@@H](CCCC1)NC (trans-1,2-bis(methylamino)cyclo-hexane). Solvent: CN(C)C=O (DMF), CCOC(=O)C (EtOAc). Run at temperature 200 celsius. The product is C(C)[C@@H]1C(N(C=2C=NC(=NC2N1C(C)C)N1C(=NC=C1)C1=CC=CC=C1)C)=O ((R)-7-ethyl-8-isopropyl-5-methyl-2-(2-phenyl-1H-imidazol-1-yl)-7,8-dihydropteridin-6(5H)-one). As a reaction SMILES: Cl[C:2]1[N:11]=[CH:10][C:9]2[N:8]([CH3:12])[C:7](=[O:13])[C@@H:6]([CH2:14][CH3:15])[N:5]([CH:16]([CH3:18])[CH3:17])[C:4]=2[N:3]=1.[C:19]1([C:25]2[NH:26][CH:27]=[CH:28][N:29]=2)[CH:24]=[CH:23][CH:22]=[CH:21][CH:20]=1.CN[C@@H]1CCCC[C@H]1NC.C([O-])([O-])=O.[K+].[K+]>CN(C=O)C.CCOC(C)=O>[CH2:14]([C@H:6]1[N:5]([CH:16]([CH3:18])[CH3:17])[C:4]2[N:3]=[C:2]([N:26]3[CH:27]=[CH:28][N:29]=[C:25]3[C:19]3[CH:24]=[CH:23][CH:22]=[CH:21][CH:20]=3)[N:11]=[CH:10][C:9]=2[N:8]([CH3:12])[C:7]1=[O:13])[CH3:15] |f:3.4.5|. Procedure: A mixture of Intermediate C (100 mg, 0.37 mmol), 2-phenyl-1H-imidazole (533 mg, 3.7 mmol), Cut (35 mg, 0.18 mmol), trans-1,2-bis(methylamino)cyclo-hexane (52.5 mg, 0.07 mL, 0.37 mmol) and solid K2CO3 (511 mg, 3.7 mmol) in 2 mL of DMF was heated in a microwave reaction apparatus for 2 h at 200° C. After this time the reaction was transferred to a round bottom flask with the aid of EtOAc, then evaporated. The residue was purified by reverse-phase HPLC (PLRPS C-18 column, eluting with a gradient of...